Task: describe an organic reaction: reactants, conditions, products, and yield. Dataset: the Open Reaction Database (ORD), a public repository of structured organic reaction records Reported procedure: 4-[2-(acetylamino)-4-methyl-1,3-thiazol-5-yl]-5-bromothiophene-2-sulfonyl chloride, prepared as in Step III of Example 23 (136 mg; 0.33 mmol; 1 eq), is dissolved in DCM (10 ml). Morpholine (0.25 ml; 1.65 mmol; 5 eq) and DIEA (0.17 ml; 0.98 mmol; 3 eq) are added under a nitrogen atmosphere. After 3 hours, solvents are evaporated. The crude product is dissolved in DCM and washed with NH4Cl saturated solution, water and dried over MgSO4. After evaporation of the solvents, crude material is purified... Solvent: C(Cl)Cl (DCM). As a reaction SMILES: [C:1]([NH:4][C:5]1[S:6][C:7]([C:11]2[CH:12]=[C:13]([S:17](Cl)(=[O:19])=[O:18])[S:14][C:15]=2[Br:16])=[C:8]([CH3:10])[N:9]=1)(=[O:3])[CH3:2].[NH:21]1[CH2:26][CH2:25][O:24][CH2:23][CH2:22]1.CCN(C(C)C)C(C)C>C(Cl)Cl>[Br:16][C:15]1[S:14][C:13]([S:17]([N:21]2[CH2:26][CH2:25][O:24][CH2:23][CH2:22]2)(=[O:19])=[O:18])=[CH:12][C:11]=1[C:7]1[S:6][C:5]([NH:4][C:1](=[O:3])[CH3:2])=[N:9][C:8]=1[CH3:10]. Isolated yield 77.0%. Run at time 3 hour. The reactants are C(C)(=O)NC=1SC(=C(N1)C)C=1C=C(SC1Br)S(=O)(=O)Cl (4-[2-(acetylamino)-4-methyl-1,3-thiazol-5-yl]-5-bromothiophene-2-sulfonyl chloride), N1CCOCC1 (Morpholine), CCN(C(C)C)C(C)C (DIEA). Yields the product BrC=1SC(=CC1C1=C(N=C(S1)NC(C)=O)C)S(=O)(=O)N1CCOCC1 (N-{5-[2-bromo-5-(morpholin-4-ylsulfonyl)-3-thienyl]-4-methyl-1,3-thiazol-2-yl}acetamide). The reactants are CSCC(=O)N=C(SC)N(N=CC1=CC=CC=C1)C (Methyl N-[2-(methylthio)acetyl]-1-methyl-2-(phenylmethylene)hydrazine carboximidothioate), N1(CCCCC1)CC1=CC=C(OCCCN)C=C1 (3-[4-(1-piperidinylmethyl)phenoxy]propanamine). Solvent: Cl (hydrochloric acid), C1(=CC=CC=C1)C (toluene). The product is CN1N=C(N=C1NCCCOC1=CC=C(C=C1)CN1CCCCC1)CSC (1-Methyl-3-(methylthio)methyl-N-[3-[4-(1-piperidinylmethyl)phenoxy]propyl]-1H-1,2,4-triazole-5-amine). Isolated yield 73.7%. RXN SMILES: [CH3:1][S:2][CH2:3][C:4]([N:6]=[C:7]([N:10]([CH3:19])[N:11]=CC1C=CC=CC=1)SC)=O.[N:20]1([CH2:26][C:27]2[CH:37]=[CH:36][C:30]([O:31][CH2:32][CH2:33][CH2:34][NH2:35])=[CH:29][CH:28]=2)[CH2:25][CH2:24][CH2:23][CH2:22][CH2:21]1>C1(C)C=CC=CC=1.Cl>[CH3:19][N:10]1[C:7]([NH:35][CH2:34][CH2:33][CH2:32][O:31][C:30]2[CH:36]=[CH:37][C:27]([CH2:26][N:20]3[CH2:25][CH2:24][CH2:23][CH2:22][CH2:21]3)=[CH:28][CH:29]=2)=[N:6][C:4]([CH2:3][S:2][CH3:1])=[N:11]1. Procedure: Methyl N-[2-(methylthio)acetyl]-1-methyl-2-(phenylmethylene)hydrazine carboximidothioate (1.2 g) and 3-[4-(1-piperidinylmethyl)phenoxy]propanamine (0.9 g) were heated at 55° under water vacuum for 2 h. Additional carboximidothioate (0.09 g) was then added and the mixture heated for a further 1 h. The reaction mixture was dissolved in toluene (5 ml) and 5N hydrochloric acid (4 ml), stirred at room temperature for 18 h and the phases separated. The aqueous phase was basified to pH 10 with sodium c... The reactants are [Br-], CCc1ccc(S)cc1, CCCC[N+](CCCC)(CCCC)CCCC, Cc1ccccc1, O=Cc1ccc(F)c([N+](=O)[O-])c1, [Na+], [OH-]. Product: CCc1ccc(Sc2ccc(C=O)cc2[N+](=O)[O-])cc1. RXN SMILES: [Br-:24].[CH2:3]([CH3:4])[c:5]1[cH:6][cH:7][c:8]([SH:11])[cH:9][cH:10]1.[CH3:25][CH2:26][CH2:27][CH2:28][N+:29]([CH2:30][CH2:31][CH2:32][CH3:33])([CH2:34][CH2:35][CH2:36][CH3:37])[CH2:38][CH2:39][CH2:40][CH3:41].[CH3:42][c:43]1[cH:44][cH:45][cH:46][cH:47][cH:48]1.[F:12][c:13]1[c:14]([N+:21](=[O:22])[O-:23])[cH:15][c:16]([CH:17]=[O:18])[cH:19][cH:20]1.[Na+:2].[OH-:1]>>[CH2:3]([CH3:4])[c:5]1[cH:6][cH:7][c:8]([S:11][c:13]2[c:14]([N+:21](=[O:22])[O-:23])[cH:15][c:16]([CH:17]=[O:18])[cH:19][cH:20]2)[cH:9][cH:10]1. Reactants: C(#N)C1=C(C=CC=C1)NC(C1=CC(=C(C(=C1)OC)OC)OC)=O (N-(2-cyanophenyl)-3,4,5-trimethoxybenzamide), C(C)O (ethanol). Solvent: [OH-].[Na+] (sodium hydroxide), OO (H2O2). Conditions: time 16 hour. Product: COC=1C=C(C=C(C1OC)OC)C1=NC2=CC=CC=C2C(=N1)O (2-(3,4,5-trimethoxyphenyl)quinazolin-4-ol). Reaction SMILES: [C:1]([C:3]1[CH:8]=[CH:7][CH:6]=[CH:5][C:4]=1[NH:9][C:10](=O)[C:11]1[CH:16]=[C:15]([O:17][CH3:18])[C:14]([O:19][CH3:20])=[C:13]([O:21][CH3:22])[CH:12]=1)#[N:2].C([OH:26])C>OO.[OH-].[Na+]>[CH3:22][O:21][C:13]1[CH:12]=[C:11]([C:10]2[N:2]=[C:1]([OH:26])[C:3]3[C:4](=[CH:5][CH:6]=[CH:7][CH:8]=3)[N:9]=2)[CH:16]=[C:15]([O:17][CH3:18])[C:14]=1[O:19][CH3:20] |f:3.4|. Reported procedure: Into a 1-L 3-necked round-bottom flask, was placed a solution of N-(2-cyanophenyl)-3,4,5-trimethoxybenzamide (22 g, 70.44 mmol, 1.00 equiv) in ethanol (200 mL), H2O2 (200 mL) and sodium hydroxide (200 mL, 20%). The resulting solution was stirred for 16 h at room temperature. The resulting mixture was concentrated under vacuum. The reaction was then quenched by the addition of 500 mL of water. The solids were collected by filtration. This resulted in 12 g (55%) of 2-(3,4,5-trimethoxyphenyl)quinaz... Starting materials: C1(=CC=CC=C1)C(C(=O)OC)=O (Methyl phenylglyoxylate), N1CCCCC1 (piperidine). Solvent: CO (methanol). Run at time 0.5 hour. Product: C1(=CC=CC=C1)C(C(=O)N1CCCCC1)=O (1-(phenylglyoxylyl)piperidine). Yield: 96.2%. Reaction SMILES: [C:1]1([C:7](=[O:12])[C:8]([O:10]C)=O)[CH:6]=[CH:5][CH:4]=[CH:3][CH:2]=1.[NH:13]1[CH2:18][CH2:17][CH2:16][CH2:15][CH2:14]1>CO>[C:1]1([C:7](=[O:12])[C:8]([N:13]2[CH2:18][CH2:17][CH2:16][CH2:15][CH2:14]2)=[O:10])[CH:2]=[CH:3][CH:4]=[CH:5][CH:6]=1. Procedure details: Methyl phenylglyoxylate (12.50 Kg, 76.1 mol, 1 eq) was added dropwise to a stirred mixture of piperidine (19.45 Kg, 228 mol, 3 eq) and methanol (5.0 L) for 3.5 hours to maintain the temperature at 45–55° C. The mixture was stirred at the same temperature for 0.5 hour and kept overnight at +4° C. The precipitated solid was filtered off, washed on the filter with cold methanol (5 L) and dried under reduced pressure to a constant weight to give 15.90 kg (96%) of 1-(phenylglyoxylyl)piperidine with 9... The reactants are Cc1ccccc1, COc1cc(C(=O)O)ccn1, O=S(Cl)Cl. Yields the product COc1cc(C(=O)Cl)ccn1. RXN SMILES: [CH3:16][c:17]1[cH:18][cH:19][cH:20][cH:21][cH:22]1.[CH3:5][O:6][c:7]1[cH:8][c:9]([C:10](=[O:11])[OH:12])[cH:13][cH:14][n:15]1.[S:1]([Cl:2])([Cl:3])=[O:4]>>[Cl:3][C:10]([c:9]1[cH:8][c:7]([O:6][CH3:5])[n:15][cH:14][cH:13]1)=[O:11]. Starting materials: C(C)(=O)OCCC(=CC(C(=O)OCC1=CC=CC=C1)NC=O)CBr (benzyl 6-acetoxy-4-bromomethyl-2-formylamino-hex-3-enoate), P(OC(C)C)(OC(C)C)OC(C)C (triisopropyl phosphite). Conditions: time 18 hour. Yields the product C(C)(=O)OCCC(=CC(C(=O)OCC1=CC=CC=C1)NC=O)CP(=O)(OC(C)C)OC(C)C (benzyl 6-acetoxy-2-formylamino-4-diisopropylphosphonomethyl-hex-3-enoate). RXN SMILES: [C:1]([O:4][CH2:5][CH2:6][C:7]([CH2:23]Br)=[CH:8][CH:9]([NH:20][CH:21]=[O:22])[C:10]([O:12][CH2:13][C:14]1[CH:19]=[CH:18][CH:17]=[CH:16][CH:15]=1)=[O:11])(=[O:3])[CH3:2].[P:25]([O:34]C(C)C)([O:30][CH:31]([CH3:33])[CH3:32])[O:26][CH:27]([CH3:29])[CH3:28]>>[C:1]([O:4][CH2:5][CH2:6][C:7]([CH2:23][P:25]([O:30][CH:31]([CH3:33])[CH3:32])([O:26][CH:27]([CH3:29])[CH3:28])=[O:34])=[CH:8][CH:9]([NH:20][CH:21]=[O:22])[C:10]([O:12][CH2:13][C:14]1[CH:19]=[CH:18][CH:17]=[CH:16][CH:15]=1)=[O:11])(=[O:3])[CH3:2]. Procedure details: 11.1 g (27.9 mmol) of benzyl 6-acetoxy-4-bromomethyl-2-formylamino-hex-3-enoate and 30.5 ml (111.5 mmol) of 90% triisopropyl phosphite are heated to 80° C. and the mixture is stirred for 18 hours under a pressure of 100-150 mbar. Excess triisopropyl phosphite is removed by distillation and the residue is purified by chromatography over silica gel with ethyl acetate/isopropanol (7:1), giving benzyl 6-acetoxy-2-formylamino-4-diisopropylphosphonomethyl-hex-3-enoate as an orange oil. The reactants are N1(CCNCC1)C1=CC=C(C=C1)NC(=O)C=1C(=CC(=CC1)C)C1=CC=C(C=C1)C(F)(F)F (5-methyl-4′-trifluoromethyl-biphenyl-2-carboxylic acid (4-piperazin-1-yl-phenyl)-amide), N1C(=CC=C1)C=O (1H-pyrrole-2-carboxaldehyde), C(C)(=O)O (acetic acid), C(C)(=O)O[BH-](OC(C)=O)OC(C)=O.[Na+] (sodium triacetoxy borohydride). Solvent: ClCCCl (1,2-dichloroethane). Reaction conditions: temperature 0 celsius, time 16 hour. Product: N1C(=CC=C1)CN1CCN(CC1)C1=CC=C(C=C1)NC(=O)C=1C(=CC(=CC1)C)C1=CC=C(C=C1)C(F)(F)F (5-Methyl-4′-trifluoromethyl-biphenyl-2-carboxylic Acid [4-(4-(1H-pyrrol-2-ylmethyl)-piperazin-1-yl)-phenyl]-amide). Isolated yield 54.1%. Reaction SMILES: [N:1]1([C:7]2[CH:12]=[CH:11][C:10]([NH:13][C:14]([C:16]3[C:17]([C:23]4[CH:28]=[CH:27][C:26]([C:29]([F:32])([F:31])[F:30])=[CH:25][CH:24]=4)=[CH:18][C:19]([CH3:22])=[CH:20][CH:21]=3)=[O:15])=[CH:9][CH:8]=2)[CH2:6][CH2:5][NH:4][CH2:3][CH2:2]1.[NH:33]1[CH:37]=[CH:36][CH:35]=[C:34]1[CH:38]=O.C(O)(=O)C.C(O[BH-](OC(=O)C)OC(=O)C)(=O)C.[Na+]>ClCCCl>[NH:33]1[CH:37]=[CH:36][CH:35]=[C:34]1[CH2:38][N:4]1[CH2:5][CH2:6][N:1]([C:7]2[CH:12]=[CH:11][C:10]([NH:13][C:14]([C:16]3[C:17]([C:23]4[CH:28]=[CH:27][C:26]([C:29]([F:30])([F:32])[F:31])=[CH:25][CH:24]=4)=[CH:18][C:19]([CH3:22])=[CH:20][CH:21]=3)=[O:15])=[CH:9][CH:8]=2)[CH2:2][CH2:3]1 |f:3.4|. Reported procedure: To a solution of 5-methyl-4′-trifluoromethyl-biphenyl-2-carboxylic acid (4-piperazin-1-yl-phenyl)-amide (329 mg) in 1,2-dichloroethane (20 mL) was added 1H-pyrrole-2-carboxaldehyde (86 mg) and acetic acid (54 mg). The solution was cooled at 0° C. and sodium triacetoxy borohydride (238 mg) was added portionwise and the mixture was stirred at room temperature for 16 hours. The solution was then washed with a saturated solution of NaHCO3, with brine, dried over Na2SO4, filtered and evaporated under... The reactants are 4.4, C(C)(C)(C)OC(=O)NC1=NN(C2=C(C(=C(C=C12)NC(=O)NCC1=CC(=CC=C1)F)OCC)F)C(=O)OC(C)(C)C (tert-butyl 3-tert-butoxycarbonylamino-6-ethoxy-7-fluoro-5-[3-(3-fluorobenzyl)ureido]indazole-1-carboxylate), Cl.O1CCOCC1 (HCl dioxane). Product: NC1=NNC2=C(C(=C(C=C12)NC(=O)NCC1=CC(=CC=C1)F)OCC)F (1-(3-amino-6-ethoxy-7-fluoro-1H-indazol-5-yl)-3-(3-fluorobenzyl)urea). Isolated yield 3.1%. As a reaction SMILES: C(OC([NH:8][C:9]1[C:17]2[C:12](=[C:13]([F:33])[C:14]([O:30][CH2:31][CH3:32])=[C:15]([NH:18][C:19]([NH:21][CH2:22][C:23]3[CH:28]=[CH:27][CH:26]=[C:25]([F:29])[CH:24]=3)=[O:20])[CH:16]=2)[N:11](C(OC(C)(C)C)=O)[N:10]=1)=O)(C)(C)C.Cl.O1CCOCC1>>[NH2:8][C:9]1[C:17]2[C:12](=[C:13]([F:33])[C:14]([O:30][CH2:31][CH3:32])=[C:15]([NH:18][C:19]([NH:21][CH2:22][C:23]3[CH:28]=[CH:27][CH:26]=[C:25]([F:29])[CH:24]=3)=[O:20])[CH:16]=2)[NH:11][N:10]=1 |f:1.2|. Procedure: 4.4 250 mg of tert-butyl 3-tert-butoxycarbonylamino-6-ethoxy-7-fluoro-5-[3-(3-fluorobenzyl)ureido]indazole-1-carboxylate (4.5 mmol) are stirred for 16 hours with 5 ml of HCl/dioxane (4 M). The batch is concentrated and evaporated three times with 20 ml of toluene each time in a rotary evaporator. The residue is purified by column chromatography on silica gel (eluent:ethyl acetate:methanol 9:1). Evaporation of the corresponding fractions gives 50 mg of 1-(3-amino-6-ethoxy-7-fluoro-1H-indazol-5-yl... The reactants are CC1(CS(C2=C(C=C(C(=C2C1=O)C)C(=O)OCC)Cl)(=O)=O)C (3,3,5-trimethyl-6-ethoxycarbonyl-8-chlorothiochroman-4-one-1,1-dioxide), [OH-].[Na+] (sodium hydroxide). The reagents and catalysts are [Zn] (zinc). Solvent: C(C)O (ethanol). Reaction conditions: temperature 60 celsius. Product: CC1(CS(C2=CC=C(C(=C2C1O)C)C(=O)O)(=O)=O)C (3,3,5-trimethyl-4-hydroxy-6-carboxythiochroman-1,1-dioxide). The yield is 116.3%. RXN SMILES: [CH3:1][C:2]1([CH3:22])[C:11](=[O:12])[C:10]2[C:5](=[C:6](Cl)[CH:7]=[C:8]([C:14]([O:16]CC)=[O:15])[C:9]=2[CH3:13])[S:4](=[O:21])(=[O:20])[CH2:3]1.[OH-].[Na+]>C(O)C.[Zn]>[CH3:1][C:2]1([CH3:22])[CH:11]([OH:12])[C:10]2[C:5](=[CH:6][CH:7]=[C:8]([C:14]([OH:16])=[O:15])[C:9]=2[CH3:13])[S:4](=[O:21])(=[O:20])[CH2:3]1 |f:1.2|. Procedure: 4.6 Grams (13 mmol) of 3,3,5-trimethyl-6-ethoxycarbonyl-8-chlorothiochroman-4-one-1,1-dioxide was dissolved in 35 ml of ethanol, and 3.3 g (83 mmol/20 ml) of a sodium hydroxide aqueous solution was added. The mixture was refluxed for 30 minutes. The reaction mixture was allowed to cool to 60° C., 2.6 g (40 mg atom) of a zinc powder was added, and the mixture was heated at 60° C. for 3.5 hours. The reaction mixture was allowed to cool to room temperature, an insoluble substance was filtered off, ...